From a dataset of the Open Reaction Database (ORD), a public repository of structured organic reaction records. describe an organic reaction: reactants, conditions, products, and yield Starting materials: CS(C)=O, [Cl-], CC1(c2ccc(O)cc2)COc2cc(O)ccc2C1c1ccc(OCCCCC(CCCC(F)(F)C(F)(F)F)(C(=O)O)C(=O)O)cc1, [Na+]. Product: CC1(c2ccc(O)cc2)COc2cc(O)ccc2C1c1ccc(OCCCCC(CCCC(F)(F)C(F)(F)F)C(=O)O)cc1. As a reaction SMILES: [CH3:50][S:51]([CH3:52])=[O:53].[Cl-:48].[F:1][C:2]([CH2:3][CH2:4][CH2:5][C:6]([C:7](=[O:8])[OH:9])([C:10]([OH:11])=[O:12])[CH2:13][CH2:14][CH2:15][CH2:16][O:17][c:18]1[cH:19][cH:20][c:21]([CH:24]2[C:25]([CH3:35])([c:36]3[cH:37][cH:38][c:39]([OH:42])[cH:40][cH:41]3)[CH2:26][O:27][c:28]3[cH:29][c:30]([OH:34])[cH:31][cH:32][c:33]32)[cH:22][cH:23]1)([C:43]([F:44])([F:45])[F:46])[F:47].[Na+:49]>>[F:1][C:2]([CH2:3][CH2:4][CH2:5][CH:6]([C:7](=[O:8])[OH:9])[CH2:13][CH2:14][CH2:15][CH2:16][O:17][c:18]1[cH:19][cH:20][c:21]([CH:24]2[C:25]([CH3:35])([c:36]3[cH:37][cH:38][c:39]([OH:42])[cH:40][cH:41]3)[CH2:26][O:27][c:28]3[cH:29][c:30]([OH:34])[cH:31][cH:32][c:33]32)[cH:22][cH:23]1)([C:43]([F:44])([F:45])[F:46])[F:47]. The reactants are C1(CCCCC1)NC1=NC(N(C12CCN(CC2)CC2=CC=C(C=C2)I)CCCC(=O)OC)=O (methyl 4-[4-(cyclohexylamino)-8-(4-iodobenzyl)-2-oxo-1,3,8-triazaspiro[4.5]dec-3-en-1-yl]butanoate), CN(C)C=O (DMF). The reagents and catalysts are [C-]#N.[Zn+2].[C-]#N (zinc cyanide), C=1C=CC(=CC1)[P](C=2C=CC=CC2)(C=3C=CC=CC3)[Pd]([P](C=4C=CC=CC4)(C=5C=CC=CC5)C=6C=CC=CC6)([P](C=7C=CC=CC7)(C=8C=CC=CC8)C=9C=CC=CC9)[P](C=1C=CC=CC1)(C=1C=CC=CC1)C=1C=CC=CC1 (tetrakis). Conditions: temperature 80 celsius, time 16 hour. Product: C(#N)C1=CC=C(CN2CCC3(C(=NC(N3CCCC(=O)OC)=O)NC3CCCCC3)CC2)C=C1 (methyl 4-[8-(4-cyanobenzyl)-4-(cyclohexylamino)-2-oxo-1,3,8-triazaspiro[4.5]dec-3-en-1-yl]butanoate). As a reaction SMILES: [CH:1]1([NH:7][C:8]2[C:12]3([CH2:17][CH2:16][N:15]([CH2:18][C:19]4[CH:24]=[CH:23][C:22](I)=[CH:21][CH:20]=4)[CH2:14][CH2:13]3)[N:11]([CH2:26][CH2:27][CH2:28][C:29]([O:31][CH3:32])=[O:30])[C:10](=[O:33])[N:9]=2)[CH2:6][CH2:5][CH2:4][CH2:3][CH2:2]1.[CH3:34][N:35](C=O)C>[C-]#N.[Zn+2].[C-]#N.C1C=CC([P]([Pd]([P](C2C=CC=CC=2)(C2C=CC=CC=2)C2C=CC=CC=2)([P](C2C=CC=CC=2)(C2C=CC=CC=2)C2C=CC=CC=2)[P](C2C=CC=CC=2)(C2C=CC=CC=2)C2C=CC=CC=2)(C2C=CC=CC=2)C2C=CC=CC=2)=CC=1>[C:34]([C:22]1[CH:23]=[CH:24][C:19]([CH2:18][N:15]2[CH2:16][CH2:17][C:12]3([N:11]([CH2:26][CH2:27][CH2:28][C:29]([O:31][CH3:32])=[O:30])[C:10](=[O:33])[N:9]=[C:8]3[NH:7][CH:1]3[CH2:6][CH2:5][CH2:4][CH2:3][CH2:2]3)[CH2:13][CH2:14]2)=[CH:20][CH:21]=1)#[N:35] |f:2.3.4,^1:47,49,68,87|. Reported procedure: To a solution of methyl 4-[4-(cyclohexylamino)-8-(4-iodobenzyl)-2-oxo-1,3,8-triazaspiro[4.5]dec-3-en-1-yl]butanoate (Intermediate I.3.a.1, 150 mg, 0.29 mmol), zinc cyanide (24 mg, 0.20 mmol) in DMF (3 mL) was added tetrakis (33 mg, 0.03 mmol). The resulting solution was allowed to stir at 80° C. for 16 h. After 16 h, the reaction mixture was filtered, concentrated in vacuo and purified by reverse phase preparative HPLC (5- 95% MeCN/H2O containing 0.1% TFA, C18) to provide the desired product. LR... Reaction SMILES: Cl[C:2]1[N:7]2[N:8]=[CH:9][CH:10]=[C:6]2[N:5]=[C:4]([C:11]2[CH:16]=[CH:15][C:14]([Cl:17])=[CH:13][CH:12]=2)[CH:3]=1.[Cl-].[CH:19]1([Zn+])[CH2:21][CH2:20]1.C1COCC1.C1([Mg]Br)CC1.C1COCC1.[NH4+].[Cl-]>C1COCC1.C1C=CC([P]([Pd]([P](C2C=CC=CC=2)(C2C=CC=CC=2)C2C=CC=CC=2)([P](C2C=CC=CC=2)(C2C=CC=CC=2)C2C=CC=CC=2)[P](C2C=CC=CC=2)(C2C=CC=CC=2)C2C=CC=CC=2)(C2C=CC=CC=2)C2C=CC=CC=2)=CC=1.[Cl-].[Zn+2].[Cl-].C1COCC1>[Cl:17][C:14]1[CH:15]=[CH:16][C:11]([C:4]2[CH:3]=[C:2]([CH:19]3[CH2:21][CH2:20]3)[N:7]3[N:8]=[CH:9][CH:10]=[C:6]3[N:5]=2)=[CH:12][CH:13]=1 |f:1.2.3,4.5,6.7,10.11.12.13,^1:48,50,69,88|. Isolated yield 69.0%. Reaction conditions: time 1 hour. The reactants are C1(CC1)[Mg]Br.C1CCOC1 (cyclopropylmagnesium bromide THF), ClC1=CC(=NC=2N1N=CC2)C2=CC=C(C=C2)Cl (7-chloro-5-(4-chloro-phenyl)-pyrazolo[1,5-a]pyrimidine), [NH4+].[Cl-] (NH4Cl), [Cl-].C1(CC1)[Zn+].C1CCOC1 (cyclopropylzinc chloride THF). Run in C1CCOC1 (THF). The product is ClC1=CC=C(C=C1)C1=NC=2N(C(=C1)C1CC1)N=CC2 (5-(4-chloro-phenyl)-7-cyclopropyl-pyrazolo-[1,5-a]pyrimidine). Procedure details: To a solution of 7-chloro-5-(4-chloro-phenyl)-pyrazolo[1,5-a]pyrimidine (2.1 g, 8.0 mmol) and tetrakis(triphenylphosphine)palladium (0.92 g, 0.8 mmol) in THF (14 mL) was added at 20° C. 0.25 M cyclopropylzinc chloride/THF suspension (ca. 128 mL, 32 mmol; freshly prepared by stirring a mixture of 64 mL of 0.5 M cyclopropylmagnesium bromide/THF and 64 mL of 0.5 M zinc chloride/THF for 1 h at 0° C., followed by 1 h at 20° C.) and the mixture was refluxed in an atmosphere of argon for 1.5 h. After t... The reagents and catalysts are [Cl-].[Zn+2].[Cl-].C1CCOC1 (zinc chloride THF), C=1C=CC(=CC1)[P](C=2C=CC=CC2)(C=3C=CC=CC3)[Pd]([P](C=4C=CC=CC4)(C=5C=CC=CC5)C=6C=CC=CC6)([P](C=7C=CC=CC7)(C=8C=CC=CC8)C=9C=CC=CC9)[P](C=1C=CC=CC1)(C=1C=CC=CC1)C=1C=CC=CC1 (tetrakis(triphenylphosphine)palladium). The reactants are C(C)OCC (ethyl ether), alcohol, P(=O)([O-])([O-])[O-] (phosphate), C=1N=C(C2=C(N1)N(C=N2)[C@H]3[C@@H]([C@@H]([C@H](O3)COP(=O)(O)OP(=O)(O)OC[C@@H]4[C@H]([C@H]([C@@H](O4)N5C=CCC(=C5)C(=O)N)O)O)O)O)N (NAD), FC(C(=O)C1=CC=CC=C1)(F)F (trifluoroacetophenone), Compound 3, [OH-].[Na+] (NaOH). The solvent is CCCCCC (hexane), CCCCCC (hexane), CC(C)O (2-propanol). The product is O[C@@H](C(C)=O)C1=CC=CC=C1 ((R)-1-Hydroxy-1-phenyl-2-propanone). As a reaction SMILES: C1N=C(N)C2N=CN([C@@H]3O[C@H](COP(OP(OC[C@H]4O[C@@H](N5C=C(C(N)=O)CC=C5)[C@H](O)[C@@H]4O)(O)=O)(O)=O)[C@@H](O)[C@H]3O)C=2N=1.FC(F)(F)[C:47]([C:49]1[CH:54]=[CH:53][CH:52]=[CH:51][CH:50]=1)=[O:48].P([O-])([O-])([O-])=O.[OH-].[Na+].C([O:66][CH2:67][CH3:68])C>CCCCCC.CC(O)C>[OH:48][C@H:47]([C:49]1[CH:54]=[CH:53][CH:52]=[CH:51][CH:50]=1)[C:67](=[O:66])[CH3:68] |f:3.4|. Procedure details: A reaction mixture was formed by admixing (i) 50 mg NAD, (ii) 4 ml of 2-propanol and (iii) 5 mmoles of 1-phenyl-1,2-propanedione, Compound 3, in a liquid medium containing 1 gm of lyophilized PED alcohol dehydrogenase preparation, 75 ml of 50 mM phosphate buffer, pH 7.1, and 25 ml of hexane. The pH value of the reaction was maintained constant by addition of 1N NaOH. The reaction mixture was maintained at room temperature until product formation stopped. When product formation stopped, (R)-1-hyd... Reactants: CCOC(=O)CSc1cc(F)c(C(=O)OCC)cc1[N+](=O)[O-], CCOC(=O)c1cc2c(cc1F)SCC(=O)N2, CC(=O)O, [Fe]. Product: O=Cc1cc2c(cc1F)SCC(=O)N2. As a reaction SMILES: [CH2:18]([O:19][C:20](=[O:21])[c:22]1[cH:23][c:24]([N+:25]([O-:26])=[O:27])[c:28]([S:29][CH2:30][C:31]([O:32][CH2:33][CH3:34])=[O:35])[cH:36][c:37]1[F:38])[CH3:39].[CH2:1]([O:3][C:4](=[O:2])[c:6]1[c:7]([F:17])[cH:8][c:9]2[c:10]([cH:16]1)[NH:11][C:12](=[O:15])[CH2:13][S:14]2)[CH3:5].[CH3:40][C:41](=[O:42])[OH:43].[Fe:44]>>[O:3]=[CH:4][c:6]1[c:7]([F:17])[cH:8][c:9]2[c:10]([cH:16]1)[NH:11][C:12](=[O:15])[CH2:13][S:14]2.